This data is from the Open Reaction Database (ORD), a public repository of structured organic reaction records. The task is: describe an organic reaction: reactants, conditions, products, and yield The reactants are CC(C)(C)OC(=O)N1CCN(c2ccccc2C2=CCCCCCC2)CC1, CO. The product is CC(C)(C)OC(=O)N1CCN(c2ccccc2C2CCCCCCC2)CC1. RXN SMILES: [C:1]([CH3:2])([CH3:3])([CH3:4])[O:5][C:6](=[O:7])[N:8]1[CH2:9][CH2:10][N:11]([c:14]2[c:15]([C:20]3=[CH:21][CH2:22][CH2:23][CH2:24][CH2:25][CH2:26][CH2:27]3)[cH:16][cH:17][cH:18][cH:19]2)[CH2:12][CH2:13]1.[CH3:28][OH:29]>>[C:1]([CH3:2])([CH3:3])([CH3:4])[O:5][C:6](=[O:7])[N:8]1[CH2:9][CH2:10][N:11]([c:14]2[c:15]([CH:20]3[CH2:21][CH2:22][CH2:23][CH2:24][CH2:25][CH2:26][CH2:27]3)[cH:16][cH:17][cH:18][cH:19]2)[CH2:12][CH2:13]1. The reactants are O.O.[Sn](Cl)Cl (Tin(ii) chloride dihydrate), C/C(/C=C/C(=O)OC(C)(C)C)=C\C1=CC=C(C=C1)[N+](=O)[O-] (tert-butyl (E,E)-4-methyl-5-(4-nitrophenyl)penta-2,4-dienoate). Solvent: CO (methanol). Run at time 70 minute. Product: C/C(/C=C/C(=O)OC(C)(C)C)=C\C1=CC=C(C=C1)N (tert-Butyl (E,E)-4-methyl-5-(4-aminophenyl)penta-2,4-dienoate). The yield is 85.0%. As a reaction SMILES: O.O.[Sn](Cl)Cl.[CH3:6]/[C:7](=[CH:17]\[C:18]1[CH:23]=[CH:22][C:21]([N+:24]([O-])=O)=[CH:20][CH:19]=1)/[CH:8]=[CH:9]/[C:10]([O:12][C:13]([CH3:16])([CH3:15])[CH3:14])=[O:11]>CO>[CH3:6]/[C:7](=[CH:17]\[C:18]1[CH:23]=[CH:22][C:21]([NH2:24])=[CH:20][CH:19]=1)/[CH:8]=[CH:9]/[C:10]([O:12][C:13]([CH3:14])([CH3:15])[CH3:16])=[O:11] |f:0.1.2|. Reported procedure: Tin(ii) chloride dihydrate (11.5 g, 51 mmol) was added to a stirred solution of tert-butyl (E,E)-4-methyl-5-(4-nitrophenyl)penta-2,4-dienoate (3.67 g, 12.7 mmol) in methanol (75 ml). The mixture was stirred and heated at reflux and the reaction monitored by HPLC. After 70 min, 4% starting material remained and there were two new products comprising 90 and 6% respectively. The cool mixture was concentrated in vacuo, water (75 ml) was added to the residue and then 2N NaOH solution until at pH 11. ... The reactants are COC1=CC=C(C(C2=CC=C(C=C2)OC)(C2=CC=CC=C2)Cl)C=C1 (4,4'-Dimethoxytrityl chloride), C(C(C)(C)C)(=O)O[C@H]1[C@@H](O[C@@H]([C@H]1OS(=O)(=O)C)COC(C(C)(C)C)=O)N1C(=O)N=C(N)C=C1 (2',5'-di-O-pivaloyl-3'-O-methanesulfonylcytidine). RXN SMILES: [CH3:1][O:2][C:3]1[CH:24]=[CH:23][C:6]([C:7](Cl)([C:16]2[CH:21]=[CH:20][CH:19]=[CH:18][CH:17]=2)[C:8]2[CH:13]=[CH:12][C:11]([O:14][CH3:15])=[CH:10][CH:9]=2)=[CH:5][CH:4]=1.[C:25]([O:31][C@@H:32]1[C@H:36]([O:37][S:38]([CH3:41])(=[O:40])=[O:39])[C@@H:35]([CH2:42][O:43][C:44](=[O:49])[C:45]([CH3:48])([CH3:47])[CH3:46])[O:34][C@H:33]1[N:50]1[CH:57]=[CH:56][C:54]([NH2:55])=[N:53][C:51]1=[O:52])(=[O:30])[C:26]([CH3:29])([CH3:28])[CH3:27]>N1C=CC=CC=1>[CH3:1][O:2][C:3]1[CH:24]=[CH:23][C:6]([C:7]([NH:55][C:54]2[CH:56]=[CH:57][N:50]([C@@H:33]3[O:34][C@H:35]([CH2:42][O:43][C:44](=[O:49])[C:45]([CH3:46])([CH3:47])[CH3:48])[C@@H:36]([O:37][S:38]([CH3:41])(=[O:40])=[O:39])[C@H:32]3[O:31][C:25](=[O:30])[C:26]([CH3:29])([CH3:28])[CH3:27])[C:51](=[O:52])[N:53]=2)([C:16]2[CH:21]=[CH:20][CH:19]=[CH:18][CH:17]=2)[C:8]2[CH:13]=[CH:12][C:11]([O:14][CH3:15])=[CH:10][CH:9]=2)=[CH:5][CH:4]=1. Conditions: time 3 hour. Yield: 96.0%. Run in N1=CC=CC=C1 (pyridine), N1=CC=CC=C1 (pyridine). Procedure: 4,4'-Dimethoxytrityl chloride (685 mg, 2.02 mmol) was added to a solution of Compound C5 (825 mg, 1.69 mmol) in anhydrous pyridine (4 ml) and the mixture was stirred at room temperature for 3 hours. After cooling, aqueous 50% pyridine was added to decompose an excess of the reagent, and the mixture was extracted with ether containing a small amount of chloroform. The organic layer was washed with aqueous sodium bicarbonate and dried over magnesium sulfate. The organic solvents were evaporated, t... Product: COC1=CC=C(C(C2=CC=C(C=C2)OC)(C2=CC=CC=C2)NC2=NC(N([C@H]3[C@H](OC(C(C)(C)C)=O)[C@H](OS(=O)(=O)C)[C@@H](COC(C(C)(C)C)=O)O3)C=C2)=O)C=C1 (N4 -(4,4'-dimethoxytrityl)-2',5'-di-O-pivaloyl-3'-O-methanesulfonylcytidine), C6. Yields the product Cc1onc(-c2ccccc2)c1CNc1ncc(C(=O)NC2CCOCC2)s1. The reactants are Cc1onc(-c2ccccc2)c1CN, O=C(NC1CCOCC1)c1cnc(Cl)s1, CN(C)C=O. Reaction SMILES: [CH3:1][c:2]1[c:3]([CH2:13][NH2:14])[c:4](-[c:7]2[cH:8][cH:9][cH:10][cH:11][cH:12]2)[n:5][o:6]1.[O:15]1[CH2:16][CH2:17][CH:18]([NH:21][C:22](=[O:23])[c:24]2[cH:25][n:26][c:27]([Cl:29])[s:28]2)[CH2:19][CH2:20]1.[O:30]=[CH:31][N:32]([CH3:33])[CH3:34]>>[CH3:1][c:2]1[c:3]([CH2:13][NH:14][c:27]2[n:26][cH:25][c:24]([C:22]([NH:21][CH:18]3[CH2:17][CH2:16][O:15][CH2:20][CH2:19]3)=[O:23])[s:28]2)[c:4](-[c:7]2[cH:8][cH:9][cH:10][cH:11][cH:12]2)[n:5][o:6]1.